From a dataset of the Open Reaction Database (ORD), a public repository of structured organic reaction records. describe an organic reaction: reactants, conditions, products, and yield Reactants: FC=1C=C(C=C(C1)F)C[C@@H](C=1N(C=CN1)C1=CC=C(C=C1)OC)NC(CN1N=C(C=2CCCCC12)C(F)(F)F)=O ((S)-N-(2-(3,5-difluorophenyl)-1-(1-(4-methoxyphenyl)-1H-imidazol-2-yl)ethyl)-2-(3-(trifluoromethyl)-4,5,6,7-tetrahydro-1H-indazol-1-yl)acetamide), Cl.ClC1=CC=C(C=C1)C=1OC(=CN1)C(CC1=CC(=CC(=C1)F)F)N (1-(2-(4-chlorophenyl)oxazol-5-yl)-2-(3,5-difluorophenyl)ethanamine hydrochloride), FC(C1=NN(C=2CCCCC12)CC(=O)O)(F)F (2-(3-(trifluoromethyl)-4,5,6,7-tetrahydro-1H-indazol-1-yl)acetic acid). Product: ClC1=CC=C(C=C1)C=1OC(=CN1)C(CC1=CC(=CC(=C1)F)F)NC(CN1N=C(C=2CCCCC12)C(F)(F)F)=O (N-(1-(2-(4-chlorophenyl)oxazol-5-yl)-2-(3,5-difluorophenyl)ethyl)-2-(3-(trifluoromethyl)-4,5,6,7-tetrahydro-1H-indazol-1-yl)acetamide). RXN SMILES: [F:1][C:2]1[CH:3]=[C:4]([CH2:9][C@H:10]([NH:24][C:25](=[O:40])[CH2:26][N:27]2[C:35]3[CH2:34][CH2:33][CH2:32][CH2:31][C:30]=3[C:29]([C:36]([F:39])([F:38])[F:37])=[N:28]2)C2N(C3C=CC(OC)=CC=3)C=CN=2)[CH:5]=[C:6]([F:8])[CH:7]=1.Cl.[Cl:42][C:43]1[CH:48]=[CH:47][C:46]([C:49]2[O:50][C:51](C(N)CC3C=C(F)C=C(F)C=3)=[CH:52][N:53]=2)=[CH:45][CH:44]=1.FC(F)(F)C1C2CCCCC=2N(CC(O)=O)N=1>>[Cl:42][C:43]1[CH:44]=[CH:45][C:46]([C:49]2[O:50][C:51]([CH:10]([NH:24][C:25](=[O:40])[CH2:26][N:27]3[C:35]4[CH2:34][CH2:33][CH2:32][CH2:31][C:30]=4[C:29]([C:36]([F:38])([F:39])[F:37])=[N:28]3)[CH2:9][C:4]3[CH:3]=[C:2]([F:1])[CH:7]=[C:6]([F:8])[CH:5]=3)=[CH:52][N:53]=2)=[CH:47][CH:48]=1 |f:1.2|. Procedure: The title compound was prepared according to the method presented for the synthesis of compound 5F of Example 5 utilizing 19E and 2-(3-(trifluoromethyl)-4,5,6,7-tetrahydro-1H-indazol-1-yl)acetic acid. 1H NMR (400 MHz, CDCl3) δ 7.93 (d, J=8.6 Hz, 2H), 7.45 (d, J=8.5 Hz, 2H), 7.35 (s, 1H), 6.90 (d, J=8.3 Hz, 1H), 6.69-6.52 (m, 3H), 5.24 (q, J=7.6 Hz, 1H), 4.69 (s, 2H), 3.09 (ddd, J=33.5, 13.7, 7.3 Hz, 2H), 2.54 (m, 2H), 2.42-2.37 (m, 2H), 1.81-1.70 (m, 4H). MS (m/z) 565.1 [M+H]+. The reactants are CC1=NNC=C1C(=O)O (3-methyl-1H-pyrazole-4-carboxylic acid), S(O)(O)(=O)=O (sulphuric acid), C(C)O (ethanol), C(=O)(O)[O-].[Na+] (NaHCO3). Yields the product CC1=NNC=C1C(=O)OCC (Ethyl 3-methyl-1H-pyrazole-4-carboxylate). Isolated yield 58.0%. As a reaction SMILES: [CH3:1][C:2]1[C:6]([C:7]([OH:9])=[O:8])=[CH:5][NH:4][N:3]=1.S(=O)(=O)(O)O.C([O-])(O)=O.[Na+].[CH2:20](O)[CH3:21]>>[CH3:1][C:2]1[C:6]([C:7]([O:9][CH2:20][CH3:21])=[O:8])=[CH:5][NH:4][N:3]=1 |f:2.3|. Procedure details: To a solution of 3-methyl-1H-pyrazole-4-carboxylic acid (2.986 g, 23.68 mmol) in ethanol (20 ml) was added concentrated sulphuric acid (1 ml). The reaction was heated at reflux for 6 hours, cooled to room temperature, and then poured into a saturated aqueous solution of NaHCO3. The mixture was extracted with dichloromethane (3×50 ml) then the combined organic extracts dried over MgSO4 and concentrated in vacuo. The product crystallised on standing (2.105 g, 58% yield). The reactants are N1=CC=NC=2CCCCC12 (5,6,7,8-tetrahydroquinoxaline), N1=CC=NC=2CCCCC12 (5,6,7,8-tetrahydroquinoxaline), BrNC(CCC(=O)N)=O (N-bromosuccinamide), C(C1=CC=CC=C1)(=O)OOC(C1=CC=CC=C1)=O (benzoyl peroxide). Solvent: C(Cl)(Cl)(Cl)Cl (CCl4). Product: BrC1C=2N=CC=NC2CCC1 (5-bromo-5,6,7,8-tetrahydroquinoxaline), Intermediate 20. RXN SMILES: [N:1]1[C:10]2[CH2:9][CH2:8][CH2:7][CH2:6][C:5]=2[N:4]=[CH:3][CH:2]=1.[Br:11]NC(=O)CCC(N)=O.C(OOC(=O)C1C=CC=CC=1)(=O)C1C=CC=CC=1>C(Cl)(Cl)(Cl)Cl>[Br:11][CH:9]1[CH2:8][CH2:7][CH2:6][C:5]2[N:4]=[CH:3][CH:2]=[N:1][C:10]1=2. Procedure details: To a solution of 5,6,7,8-tetrahydroquinoxaline (Intermediate 19) (3.08 g, 23.0 mmol, commercially available) in CCl4 (200 mL) was added N-bromosuccinamide (4.09 g, 23.0 mmol) and a catalytic amount (56 mg) of benzoyl peroxide. The reaction mixture was heated at reflux for 17 hours. The reaction mixture was cooled to room temperature and filtered through Celite and concentrated in vacuo gave 5-bromo-5,6,7,8-tetrahydroquinoxaline, (Intermediate 20) (3.8 g, crude). Reactants: CC(=O)OC(C)=O, CCO[PH](=O)OCC, CCC=O, c1ccncc1. The product is CCO[PH](=O)OCC, CC=COC(C)=O. Reaction SMILES: [C:13]([CH3:14])(=[O:15])[O:16][C:17](=[O:18])[CH3:19].[CH2:1]([CH3:2])[O:3][PH:4]([O:5][CH2:6][CH3:7])=[O:8].[O:9]=[CH:10][CH2:11][CH3:12].[cH:20]1[cH:21][cH:22][n:23][cH:24][cH:25]1>>[CH2:1]([CH3:2])[O:3][PH:4]([O:5][CH2:6][CH3:7])=[O:8].[O:9]([CH:10]=[CH:11][CH3:12])[C:13]([CH3:14])=[O:15]. The reactants are C1CCC2=NCCCN2CC1, C1CCOC1, OCCCc1ccccc1, CS(=O)c1nc(N)nc(-c2ccco2)c1I. Yields the product Nc1nc(OCCCc2ccccc2)c(I)c(-c2ccco2)n1. As a reaction SMILES: [CH2:27]1[CH2:28][CH2:29][C:30]2=[N:35][CH2:34][CH2:33][CH2:32][N:31]2[CH2:36][CH2:37]1.[CH2:38]1[O:39][CH2:40][CH2:41][CH2:42]1.[c:17]1([CH2:23][CH2:24][CH2:25][OH:26])[cH:18][cH:19][cH:20][cH:21][cH:22]1.[o:1]1[c:2](-[c:6]2[n:7][c:8]([NH2:16])[n:9][c:10]([S:13]([CH3:14])=[O:15])[c:11]2[I:12])[cH:3][cH:4][cH:5]1>>[o:1]1[c:2](-[c:6]2[n:7][c:8]([NH2:16])[n:9][c:10]([O:26][CH2:25][CH2:24][CH2:23][c:17]3[cH:18][cH:19][cH:20][cH:21][cH:22]3)[c:11]2[I:12])[cH:3][cH:4][cH:5]1. The reactants are [BH4-].[Na+] (sodium borohydride), FC1=CC=C(C=C1)C1=NOC(=C1C(=O)O)C (3-(4-Fluoro-phenyl)-5-methyl-isoxazole-4-carboxylic acid). The reagents and catalysts are [Cl-].[Zn+2].[Cl-] (zinc chloride). Solvent: O1CCCC1 (tetrahydrofuran), C1CCOC1 (THF). Run at temperature 25 celsius, time 1 hour. The product is FC1=CC=C(C=C1)C1=NOC(=C1CO)C ([3-(4-Fluorophenyl)-5-methyl-isoxazol-4-yl]-methanol). Yield: 65.4%. As a reaction SMILES: [BH4-].[Na+].[F:3][C:4]1[CH:9]=[CH:8][C:7]([C:10]2[C:14]([C:15](O)=[O:16])=[C:13]([CH3:18])[O:12][N:11]=2)=[CH:6][CH:5]=1>C1COCC1.[Cl-].[Zn+2].[Cl-]>[F:3][C:4]1[CH:5]=[CH:6][C:7]([C:10]2[C:14]([CH2:15][OH:16])=[C:13]([CH3:18])[O:12][N:11]=2)=[CH:8][CH:9]=1 |f:0.1,4.5.6|. Reported procedure: A suspension of 448 g of tetrahydrofuran and 95 g (0.70 mol) of zinc chloride was stirred at 20-30° C. for 1 h. 23.6 g (0.62 mol) of sodium borohydride were added in portions at 20-38° C. and the mixture subsequently stirred at 60-65° C. for 3 h. A solution of 69 g (0.31 mol) of 3-(4-Fluoro-phenyl)-5-methyl-isoxazole-4-carboxylic acid in 220 g THF was added dropwise and the resulting mixture stirred at 60-65° C. for 16 h. The reaction was then quenched by the drop wise addition of mixture of 93 ...